From a dataset of the Open Reaction Database (ORD), a public repository of structured organic reaction records. describe an organic reaction: reactants, conditions, products, and yield Starting materials: [H-].[Na+] (NaH), C(C)OC=1C=C2CCC(CC2=CC1)O (6-ethoxytetralin-2-ol), ClC1=NC=NC2=CC=CC=C12 (4-chloroquinazoline). Run in CCOCC (ether), C1CCOC1 (THF). The product is C(C)OC=1C=C2CCC(CC2=CC1)OC1=NC=NC2=CC=CC=C12 (4-(6-Ethoxytetralin-2-yloxy)quinazoline). RXN SMILES: [CH2:1]([O:3][C:4]1[CH:5]=[C:6]2[C:11](=[CH:12][CH:13]=1)[CH2:10][CH:9]([OH:14])[CH2:8][CH2:7]2)[CH3:2].[H-].[Na+].Cl[C:18]1[C:27]2[C:22](=[CH:23][CH:24]=[CH:25][CH:26]=2)[N:21]=[CH:20][N:19]=1>C1COCC1.CCOCC>[CH2:1]([O:3][C:4]1[CH:5]=[C:6]2[C:11](=[CH:12][CH:13]=1)[CH2:10][CH:9]([O:14][C:18]1[C:27]3[C:22](=[CH:23][CH:24]=[CH:25][CH:26]=3)[N:21]=[CH:20][N:19]=1)[CH2:8][CH2:7]2)[CH3:2] |f:1.2|. Procedure details: 2.57 g (13.3 mmol) of 6-ethoxytetralin-2-ol in 5 ml of THF were added, with ice-cooling, to a suspension of 400 mg of NaH (80% pure, 13.3 mmol in 40 ml of THF). The mixture was subsequently refluxed for 1 hour and cooled to room temperature, and 2.0 g (12.2 mmol) of 4-chloroquinazoline were added. The mixture was refluxed for 24 hours and cooled and then diluted with ether and washed with saturated sodium hydrogen carbonate and saturated sodium chloride solution. After the organic phase had been... Starting materials: COc1c(C)c(C)c2c(c1C)CCC(C)(CCN1CCN(CC=C(C)C)CC1)O2, CCO. Yields the product COc1c(C)c(C)c2c(c1C)CCC(C)(CCN1CCN(CCC(C)C)CC1)O2. RXN SMILES: [CH3:1][O:2][c:3]1[c:4]([CH3:29])[c:5]([CH3:28])[c:6]2[c:7]([c:26]1[CH3:27])[CH2:8][CH2:9][C:10]([CH3:12])([CH2:13][CH2:14][N:15]1[CH2:16][CH2:17][N:18]([CH2:21][CH:22]=[C:23]([CH3:24])[CH3:25])[CH2:19][CH2:20]1)[O:11]2.[CH3:30][CH2:31][OH:32]>>[CH3:1][O:2][c:3]1[c:4]([CH3:29])[c:5]([CH3:28])[c:6]2[c:7]([c:26]1[CH3:27])[CH2:8][CH2:9][C:10]([CH3:12])([CH2:13][CH2:14][N:15]1[CH2:16][CH2:17][N:18]([CH2:21][CH2:22][CH:23]([CH3:24])[CH3:25])[CH2:19][CH2:20]1)[O:11]2. Starting materials: CC(=O)O, ClCCl, O=C1CCCCC1, Nc1c2ccccc2nn1-c1ccccc1. Yields the product c1ccc(-n2nc3ccccc3c2NC2CCCCC2)cc1. RXN SMILES: [CH3:24][C:25](=[O:26])[OH:27].[Cl:28][CH2:29][Cl:30].[O:17]=[C:18]1[CH2:19][CH2:20][CH2:21][CH2:22][CH2:23]1.[c:1]1(-[n:7]2[n:8][c:9]3[cH:10][cH:11][cH:12][cH:13][c:14]3[c:15]2[NH2:16])[cH:2][cH:3][cH:4][cH:5][cH:6]1>>[c:1]1(-[n:7]2[n:8][c:9]3[cH:10][cH:11][cH:12][cH:13][c:14]3[c:15]2[NH:16][CH:18]2[CH2:19][CH2:20][CH2:21][CH2:22][CH2:23]2)[cH:2][cH:3][cH:4][cH:5][cH:6]1.